describe an organic reaction: reactants, conditions, products, and yield From a dataset of the Open Reaction Database (ORD), a public repository of structured organic reaction records. Reactants: [F-].[Cs+] (CsF), C(CCC)[Sn](CCCC)(CCCC)C=1SC=CC1 (tributylstannyl-thiophene), carboxylaldehyde, compound 3, C(#N)CC(=O)O (cyano-acetic acid), ClCCl (dichloromethane). Reagents/catalysts: C=1C=CC(=CC1)[P](C=2C=CC=CC2)(C=3C=CC=CC3)[Pd]([P](C=4C=CC=CC4)(C=5C=CC=CC5)C=6C=CC=CC6)([P](C=7C=CC=CC7)(C=8C=CC=CC8)C=9C=CC=CC9)[P](C=1C=CC=CC1)(C=1C=CC=CC1)C=1C=CC=CC1 (Pd(PPh3)4). Run in C1(=CC=CC=C1)C (toluene). Reaction conditions: temperature 120 celsius, time 12 hour. The product is [Sn](CCCC)(CCCC)(CCCC)F (Bu3SnF). As a reaction SMILES: C(CC(O)=O)#N.[F-:7].[Cs+].[CH2:9]([Sn:13](C1SC=CC=1)([CH2:18][CH2:19][CH2:20][CH3:21])[CH2:14][CH2:15][CH2:16][CH3:17])[CH2:10][CH2:11][CH3:12].ClCCl>C1(C)C=CC=CC=1.C1C=CC([P]([Pd]([P](C2C=CC=CC=2)(C2C=CC=CC=2)C2C=CC=CC=2)([P](C2C=CC=CC=2)(C2C=CC=CC=2)C2C=CC=CC=2)[P](C2C=CC=CC=2)(C2C=CC=CC=2)C2C=CC=CC=2)(C2C=CC=CC=2)C2C=CC=CC=2)=CC=1>[Sn:13]([F:7])([CH2:18][CH2:19][CH2:20][CH3:21])([CH2:14][CH2:15][CH2:16][CH3:17])[CH2:9][CH2:10][CH2:11][CH3:12] |f:1.2,^1:40,42,61,80|. Procedure details: 1 is halogenated chromophore 2 is metalated conjugated system step a) Reaction of 1 and 2 by palladium mediated Stille coupling results in formation of compound 3; step b) The carboxylaldehyde moiety is introduced to compound 3 by Vilsmaier-Haak reaction; And step c) transformed by reaction of 4 with cyano-acetic acid to the targeted 5. Step a) Under inert atmosphere, to a mixture of chromophore 1, 1 mol % catalysator Pd(PPh3)4, 1 equivalent of CsF in toluene, 1.2 equivalent of tributylstannyl-t... The reactants are O=C([O-])[O-], CCC(C)=O, CCCCCCCNC(=O)N(C)c1cccc(-c2ccc(CCC(=O)OC)cc2O)c1, FC(F)(F)CCCI, [K+], [K+]. The product is CCCCCCCNC(=O)N(C)c1cccc(-c2ccc(CCC(=O)OC)cc2OCCCC(F)(F)F)c1. RXN SMILES: [C:40](=[O:41])([O-:42])[O-:43].[CH2:46]([C:47]([CH3:48])=[O:49])[CH3:50].[CH2:9]([CH2:10][CH2:11][CH2:12][CH2:13][CH2:14][CH3:15])[NH:16][C:17]([N:18]([CH3:19])[c:20]1[cH:21][c:22](-[c:26]2[c:27]([OH:38])[cH:28][c:29]([CH2:32][CH2:33][C:34](=[O:35])[O:36][CH3:37])[cH:30][cH:31]2)[cH:23][cH:24][cH:25]1)=[O:39].[I:1][CH2:2][CH2:3][CH2:4][C:5]([F:6])([F:7])[F:8].[K+:44].[K+:45]>>[CH2:2]([CH2:3][CH2:4][C:5]([F:6])([F:7])[F:8])[O:38][c:27]1[c:26](-[c:22]2[cH:21][c:20]([N:18]([C:17]([NH:16][CH2:9][CH2:10][CH2:11][CH2:12][CH2:13][CH2:14][CH3:15])=[O:39])[CH3:19])[cH:25][cH:24][cH:23]2)[cH:31][cH:30][c:29]([CH2:32][CH2:33][C:34](=[O:35])[O:36][CH3:37])[cH:28]1.